Dataset: the Open Reaction Database (ORD), a public repository of structured organic reaction records. Task: describe an organic reaction: reactants, conditions, products, and yield The product is OCCCCCNC1=C(C(=O)N)C=CC(=C1)N1C=C(C=2C1=NC=CC2C=2C=NC1=CC=CC=C1C2)C (2-(5-Hydroxypentylamino)-4-{3-methyl-4-(quinolin-3-yl)-1H-pyrrolo[2,3-b]pyridin-1-yl}benzamide). Isolated yield 31.0%. Reported procedure: According to Example 1(6), a crude product of 2-(5-hydroxypentylamino)-4-{(3-methyl-4-(quinolin-3-yl)-1H-pyrrolo[2,3-b]pyridin-1-yl}benzonitrile was prepared using compound (40f) instead of compound (1e) and using 5-amino-1-pentanol instead of trans-aminocyclohexanol and was used in the subsequent reaction without being purified. According to Example 1(7), compound (56) (the second stage yield: 31%) was prepared as a white solid using 2-(5-hydroxypentylamino)-4-{3-methyl-4-(quinolin-3-yl)-1H-pyr... Starting materials: BrC1=C(C#N)C=CC(=C1)N1C=C(C=2C1=NC=CC2C=2C=NC1=CC=CC=C1C2)C (2-Bromo-4-{3-methyl-4-(quinolin-3-yl)-1H-pyrrolo[2,3-b]pyridin-1-yl}benzonitrile), NCCCCCO (5-amino-1-pentanol), OCCCCCNC1=C(C#N)C=CC(=C1)N1C=C(C=2C1=NC=CC2C=2C=NC1=CC=CC=C1C2)C (2-(5-hydroxypentylamino)-4-{3-methyl-4-(quinolin-3-yl)-1H-pyrrolo[2,3-b]pyridin-1-yl}benzonitrile). As a reaction SMILES: BrC1C=C(N2C3=NC=CC(C4C=NC5C(C=4)=CC=CC=5)=C3C(C)=C2)C=CC=1C#N.NCCCCC[OH:36].[OH:37][CH2:38][CH2:39][CH2:40][CH2:41][CH2:42][NH:43][C:44]1[CH:51]=[C:50]([N:52]2[C:56]3=[N:57][CH:58]=[CH:59][C:60]([C:61]4[CH:62]=[N:63][C:64]5[C:69]([CH:70]=4)=[CH:68][CH:67]=[CH:66][CH:65]=5)=[C:55]3[C:54]([CH3:71])=[CH:53]2)[CH:49]=[CH:48][C:45]=1[C:46]#[N:47]>>[OH:37][CH2:38][CH2:39][CH2:40][CH2:41][CH2:42][NH:43][C:44]1[CH:51]=[C:50]([N:52]2[C:56]3=[N:57][CH:58]=[CH:59][C:60]([C:61]4[CH:62]=[N:63][C:64]5[C:69]([CH:70]=4)=[CH:68][CH:67]=[CH:66][CH:65]=5)=[C:55]3[C:54]([CH3:71])=[CH:53]2)[CH:49]=[CH:48][C:45]=1[C:46]([NH2:47])=[O:36]. The reactants are C(CCC)[Li] (Butyl lithium), COC=1C=C(C=CC1OC)C=1OCC(N1)(C)C (2-[3,4-Dimethoxyphenyl]-4,5-dihydro 4,4-dimethyloxazole), C1(=CC=CC=C1)CBr (Phenylmethyl bromide). Run in O1CCCC1 (tetrahydrofuran). Run at time 2 hour. The product is COC=1C(=C(C=CC1OC)C=1OCC(N1)(C)C)CC1=CC=CC=C1 (2-[3,4-Dimethoxy-2-phenylmethylphenyl]-4,5-dihydro-4,4-dimethyloxazole). As a reaction SMILES: [CH3:1][O:2][C:3]1[CH:4]=[C:5]([C:11]2[O:12][CH2:13][C:14]([CH3:17])([CH3:16])[N:15]=2)[CH:6]=[CH:7][C:8]=1[O:9][CH3:10].C([Li])CCC.[C:23]1([CH2:29]Br)[CH:28]=[CH:27][CH:26]=[CH:25][CH:24]=1>O1CCCC1>[CH3:1][O:2][C:3]1[C:4]([CH2:29][C:23]2[CH:28]=[CH:27][CH:26]=[CH:25][CH:24]=2)=[C:5]([C:11]2[O:12][CH2:13][C:14]([CH3:17])([CH3:16])[N:15]=2)[CH:6]=[CH:7][C:8]=1[O:9][CH3:10]. Procedure: A solution of 2-[3,4-Dimethoxyphenyl]-4,5-dihydro 4,4-dimethyloxazole (15 g) in dry tetrahydrofuran (100 ml) under a nitrogen atmosphere was cooled to -45° in a chlorobenzene/dry ice bath. Butyl lithium (45.9 ml 1.6M solution) was added dropwise and the mixture stirred at -45° for 2 hours. Phenylmethyl bromide (38 ml) was then added dropwise and the mixture allowed to stir at 20° for 16 hours. The mixture was quenched with brine and the aqueous phase extracted with ether. The organic phase was s... The reactants are Cc1ccc(NS(=O)(=O)Cc2ccccc2)c(=O)n1CC(=O)O, Cl, Cl, NCC1CCc2n[nH]cc2C1. The product is Cc1ccc(NS(=O)(=O)Cc2ccccc2)c(=O)n1CC(=O)NCC1CCc2n[nH]cc2C1. As a reaction SMILES: [CH2:1]([c:2]1[cH:3][cH:4][cH:5][cH:6][cH:7]1)[S:8](=[O:9])(=[O:10])[NH:11][c:12]1[c:13](=[O:23])[n:14]([CH2:19][C:20](=[O:21])[OH:22])[c:15]([CH3:18])[cH:16][cH:17]1.[ClH:24].[ClH:25].[n:26]1[nH:27][cH:28][c:29]2[c:34]1[CH2:33][CH2:32][CH:31]([CH2:35][NH2:36])[CH2:30]2>>[CH2:1]([c:2]1[cH:3][cH:4][cH:5][cH:6][cH:7]1)[S:8](=[O:9])(=[O:10])[NH:11][c:12]1[c:13](=[O:23])[n:14]([CH2:19][C:20](=[O:21])[NH:36][CH2:35][CH:31]2[CH2:30][c:29]3[cH:28][nH:27][n:26][c:34]3[CH2:33][CH2:32]2)[c:15]([CH3:18])[cH:16][cH:17]1. Starting materials: OCCO, CC(=Cc1ccc(C(=O)O)cc1)c1ccc2c(c1)C(C)(C)CCC2(C)C. Product: CC(=Cc1ccc(C(=O)OCCO)cc1)c1ccc2c(c1)C(C)(C)CCC2(C)C. As a reaction SMILES: [CH2:27]([CH2:28][OH:29])[OH:30].[CH3:1][C:2]1([CH3:26])[c:3]2[cH:4][cH:5][c:6]([C:14](=[CH:15][c:16]3[cH:17][cH:18][c:19]([C:20](=[O:21])[OH:22])[cH:23][cH:24]3)[CH3:25])[cH:7][c:8]2[C:9]([CH3:12])([CH3:13])[CH2:10][CH2:11]1>>[CH3:1][C:2]1([CH3:26])[c:3]2[cH:4][cH:5][c:6]([C:14](=[CH:15][c:16]3[cH:17][cH:18][c:19]([C:20](=[O:21])[O:22][CH2:27][CH2:28][OH:29])[cH:23][cH:24]3)[CH3:25])[cH:7][c:8]2[C:9]([CH3:12])([CH3:13])[CH2:10][CH2:11]1.